From a dataset of the Open Reaction Database (ORD), a public repository of structured organic reaction records. describe an organic reaction: reactants, conditions, products, and yield Starting materials: FC1=CC=C(C=C1)C1=CC(=NN1C1=CC=CC=C1)CCC=O (3-(5-(4-fluorophenyl)-1-phenyl-1H-pyrazol-3-yl)-propanal), [BH-](OC(=O)C)(OC(=O)C)OC(=O)C.[Na+] (NaBH(OAc)3), COC1=CC=C(C=C1)N1CCNCC1 (1-(4-methoxyphenyl)piperazine), CCN(C(C)C)C(C)C (DIPEA). Yields the product FC1=CC=C(C=C1)C1=CC(=NN1C1=CC=CC=C1)CCCN1CCN(CC1)C1=CC=C(C=C1)OC (1-(3-(5-(4-fluorophenyl)-1-phenyl-1H-pyrazol-3-yl)propyl)-4-(4-methoxyphenyl)piperazine). As a reaction SMILES: [F:1][C:2]1[CH:7]=[CH:6][C:5]([C:8]2[N:12]([C:13]3[CH:18]=[CH:17][CH:16]=[CH:15][CH:14]=3)[N:11]=[C:10]([CH2:19][CH2:20][CH:21]=O)[CH:9]=2)=[CH:4][CH:3]=1.[CH3:23][O:24][C:25]1[CH:30]=[CH:29][C:28]([N:31]2[CH2:36][CH2:35][NH:34][CH2:33][CH2:32]2)=[CH:27][CH:26]=1.CCN(C(C)C)C(C)C.[BH-](OC(C)=O)(OC(C)=O)OC(C)=O.[Na+]>>[F:1][C:2]1[CH:3]=[CH:4][C:5]([C:8]2[N:12]([C:13]3[CH:18]=[CH:17][CH:16]=[CH:15][CH:14]=3)[N:11]=[C:10]([CH2:19][CH2:20][CH2:21][N:34]3[CH2:35][CH2:36][N:31]([C:28]4[CH:27]=[CH:26][C:25]([O:24][CH3:23])=[CH:30][CH:29]=4)[CH2:32][CH2:33]3)[CH:9]=2)=[CH:6][CH:7]=1 |f:3.4|. Reported procedure: 80 mg (58%) of target compound was obtained by using a method same as in Example 1 by using 3-(5-(4-fluorophenyl)-1-phenyl-1H-pyrazol-3-yl)-propanal (80 mg, 0.272 mmol), 1-(4-methoxyphenyl)piperazine (72 mg, 0.272 mmol), DIPEA (0.071 mL, 0.408 mmol) and NaBH(OAc)3 (173 mg, 0.816 mmol).